This data is from the Open Reaction Database (ORD), a public repository of structured organic reaction records. The task is: describe an organic reaction: reactants, conditions, products, and yield Procedure: 17β-Cyclopropylamino-7-(t-butyldimethylsilyloxy)-4-aza-androst-5,7-dien-3-one (5.000 g, 10.947 mmol) prepared in Example 19B or otherwise obtained is dissolved into THF (50 mL) under nitrogen, and added to this solution is tetrabutylammonium fluoride (1.0 M in THF; 12.00 mL, 12.00 mmol). The reaction mixture is stirred for 90 minutes at ambient temperature, then quenched with water (200 mL). The crude product solution is extracted with EtOAc (2×200 mL), and the combined organic extracts are wash... Starting materials: [Si](C)(C)(C(C)(C)C)OC1=C2[C@@H]3CC[C@@H]([C@@]3(C)CC[C@@H]2[C@]2(CCC(NC2=C1)=O)C)NC1CC1 (7-t-butyldimethylsilyloxy-17β-cyclopropylamino-4-aza-androst-5,7-dien-3-one), [F-].C(CCC)[N+](CCCC)(CCCC)CCCC (tetrabutylammonium fluoride). Reaction SMILES: [Si]([O:8][C:9]1[CH:26]=[C:25]2[C@:20]([CH3:28])([CH2:21][CH2:22][C:23](=[O:27])[NH:24]2)[C@@H:19]2[C:10]=1[C@H:11]1[C@@:15]([CH2:17][CH2:18]2)([CH3:16])[C@@H:14]([NH:29][CH:30]2[CH2:32][CH2:31]2)[CH2:13][CH2:12]1)(C(C)(C)C)(C)C.[F-].C([N+](CCCC)(CCCC)CCCC)CCC>C1COCC1>[CH:30]1([NH:29][C@H:14]2[CH2:13][CH2:12][C@H:11]3[C@H:10]4[C@H:19]([CH2:18][CH2:17][C@:15]23[CH3:16])[C@:20]2([CH3:28])[C:25]([NH:24][C:23](=[O:27])[CH2:22][CH2:21]2)=[CH:26][C:9]4=[O:8])[CH2:32][CH2:31]1 |f:1.2|. Run at time 90 minute. Product: C1(CC1)N[C@@H]1[C@]2(C)[C@@H](CC1)[C@@H]1C(C=C3NC(CC[C@]3(C)[C@H]1CC2)=O)=O (17β-cyclopropylamino-4-aza-androst-5-ene-3,7-dione). Solvent: C1CCOC1 (THF). Starting materials: CCCc1c(C(=O)C(N)=O)c2c(OCC(=O)OC)cccc2n1Cc1ccccc1-c1ccccc1, CO, [Na+], [OH-]. Product: CCCc1c(C(=O)C(N)=O)c2c(OCC(=O)O)cccc2n1Cc1ccccc1-c1ccccc1. As a reaction SMILES: [CH3:1][O:2][C:3]([CH2:4][O:5][c:6]1[c:7]2[c:8]([C:31]([C:32](=[O:33])[NH2:34])=[O:35])[c:9]([CH2:28][CH2:29][CH3:30])[n:10]([CH2:15][c:16]3[c:17](-[c:22]4[cH:23][cH:24][cH:25][cH:26][cH:27]4)[cH:18][cH:19][cH:20][cH:21]3)[c:11]2[cH:12][cH:13][cH:14]1)=[O:36].[CH3:39][OH:40].[Na+:38].[OH-:37]>>[O:2]=[C:3]([CH2:4][O:5][c:6]1[c:7]2[c:8]([C:31]([C:32](=[O:33])[NH2:34])=[O:35])[c:9]([CH2:28][CH2:29][CH3:30])[n:10]([CH2:15][c:16]3[c:17](-[c:22]4[cH:23][cH:24][cH:25][cH:26][cH:27]4)[cH:18][cH:19][cH:20][cH:21]3)[c:11]2[cH:12][cH:13][cH:14]1)[OH:36]. Reactants: OC1CC(CCC1)OCC1=C(C(=O)OC)C(=CC=C1)C (methyl 2-(3-hydroxycyclohexyloxymethyl)-6-methylbenzoate), CC=1C=C(C=CC1C)C=1OC(=C(N1)CI)C (2-(3,4-dimethylphenyl)-4-iodomethyl-5-methyloxazole). Yields the product CC=1C=C(C=CC1C)C=1OC(=C(N1)COC1CC(CCC1)OCC1=C(C(=O)O)C(=CC=C1)C)C (2-{3-[2-(3,4-Dimethylphenyl)-5-methyloxazol-4-ylmethoxy]cyclohexyloxymethyl}-6-methylbenzoic acid). Reaction SMILES: [OH:1][CH:2]1[CH2:7][CH2:6][CH2:5][CH:4]([O:8][CH2:9][C:10]2[CH:19]=[CH:18][CH:17]=[C:16]([CH3:20])[C:11]=2[C:12]([O:14]C)=[O:13])[CH2:3]1.[CH3:21][C:22]1[CH:23]=[C:24]([C:29]2[O:30][C:31]([CH3:36])=[C:32]([CH2:34]I)[N:33]=2)[CH:25]=[CH:26][C:27]=1[CH3:28]>>[CH3:21][C:22]1[CH:23]=[C:24]([C:29]2[O:30][C:31]([CH3:36])=[C:32]([CH2:34][O:1][CH:2]3[CH2:7][CH2:6][CH2:5][CH:4]([O:8][CH2:9][C:10]4[CH:19]=[CH:18][CH:17]=[C:16]([CH3:20])[C:11]=4[C:12]([OH:14])=[O:13])[CH2:3]3)[N:33]=2)[CH:25]=[CH:26][C:27]=1[CH3:28]. Procedure: Using methyl 2-(3-hydroxycyclohexyloxymethyl)-6-methylbenzoate and 2-(3,4-dimethylphenyl)-4-iodomethyl-5-methyloxazole as starting materials in the procedure of Example XXXI, gave the product 61 of molecular weight 463.58 (C28H33NO5), MS(ESI): 464.22 (M+H+). Reactants: CNS(=O)(=O)C1=CC=C(C=C1)Br (N-methyl-4-bromophenylsulfonamide), [H-].[Na+] (NaH), COC1=CC=C(CCl)C=C1 (p-methoxybenzylchloride). Solvent: CN(C)C=O (DMF). Run at time 45 minute. Yields the product CN(S(=O)(=O)C1=CC=C(C=C1)Br)CC1=CC=C(C=C1)OC (N-methyl-N-(4-methoxybenzyl)-4-bromophenylsulfonamide). The yield is 97.2%. Reaction SMILES: [CH3:1][NH:2][S:3]([C:6]1[CH:11]=[CH:10][C:9]([Br:12])=[CH:8][CH:7]=1)(=[O:5])=[O:4].[H-].[Na+].[CH3:15][O:16][C:17]1[CH:24]=[CH:23][C:20]([CH2:21]Cl)=[CH:19][CH:18]=1>CN(C=O)C>[CH3:1][N:2]([CH2:21][C:20]1[CH:23]=[CH:24][C:17]([O:16][CH3:15])=[CH:18][CH:19]=1)[S:3]([C:6]1[CH:11]=[CH:10][C:9]([Br:12])=[CH:8][CH:7]=1)(=[O:5])=[O:4] |f:1.2|. Procedure details: To a solution of N-methyl-4-bromophenylsulfonamide (2.5 g, 10 mmol) in DMF (20 mL) at room temperature was added in portions NaH (264 mg, 11 mmol). The mixture was stirred for 45 minutes and then p-methoxybenzylchloride (1.49 mL, 11 mmol) was added dropwise. The mixture was stirred for 1 hour, quenched with water and the precipitate which formed was collected by filtration and dried in vacuo at 60° C. to afford 3.6 g (97%) of N-methyl-N-(4-methoxybenzyl)-4-bromophenylsulfonamide. The reactants are FC1=CC(=C(N)C=C1)OC1=C(C=CC=C1)SC (4-fluoro-2-(2-methylsulfanylphenoxy)aniline), NC=1SC=CN1 (2-aminothiazole), 4-fluoro-2-(2-methanesulfanyl-phenoxy)-phenylamine, OC1=C(C=CC=C1)SC (2-hydroxythioanisole), FC1=C(C=C(C=C1)F)[N+](=O)[O-] (2,5-difluoro-1-nitro-benzene). Yields the product FC1=CC(=C(C=C1)[N+](=O)[O-])OC1=C(C=CC=C1)SC (4-Fluoro-2-(2-methylsulfanylphenoxy)-1-nitrobenzene), FC1=CC(=C(C=C1)NC(=O)NC=1SC=CN1)OC1=C(C=CC=C1)SC (1-[4-Fluoro-2-(2-methylsulfanyl-phenoxy)-phenyl]-3-thiazol-2-yl-urea). The yield is 60.0%. As a reaction SMILES: [OH:1][C:2]1[CH:7]=[CH:6][CH:5]=[CH:4][C:3]=1[S:8][CH3:9].F[C:11]1[CH:16]=[CH:15][C:14](F)=[CH:13][C:12]=1[N+:18]([O-:20])=[O:19].[F:21][C:22]1[CH:28]=[CH:27][C:25]([NH2:26])=[C:24]([O:29][C:30]2[CH:35]=[CH:34][CH:33]=[CH:32][C:31]=2[S:36][CH3:37])[CH:23]=1.[NH2:38][C:39]1[S:40][CH:41]=[CH:42][N:43]=1>>[F:21][C:15]1[CH:14]=[CH:13][C:12]([N+:18]([O-:20])=[O:19])=[C:11]([O:1][C:2]2[CH:7]=[CH:6][CH:5]=[CH:4][C:3]=2[S:8][CH3:9])[CH:16]=1.[F:21][C:22]1[CH:28]=[CH:27][C:25]([NH:26][C:2]([NH:38][C:39]2[S:40][CH:41]=[CH:42][N:43]=2)=[O:1])=[C:24]([O:29][C:30]2[CH:35]=[CH:34][CH:33]=[CH:32][C:31]=2[S:36][CH3:37])[CH:23]=1. Procedure: 4-Fluoro-2-(2-methylsulfanylphenoxy)-1-nitrobenzene (1.06 g, 68%) was prepared from 2-hydroxythioanisole (0.77 g, 5.5 mmol) and 2,5-difluoro-1-nitro-benzene (0.80 g, 5.0 mmol) following the general procedure A. This was reduced to 4-fluoro-2-(2-methanesulfanyl-phenoxy)-phenylamine (0.52 g, 62%) following general procedure C. 1-[4-Fluoro-2-(2-methylsulfanyl-phenoxy)-phenyl]-3-thiazol-2-yl-urea (117 mg, 60%) was prepared from 4-fluoro-2-(2-methylsulfanylphenoxy)aniline (125 mg, 0.5 mmol) and 2-ami... The reactants are COC=1C=CC2=C(SC(=C2Cl)C(=O)Cl)C1 (6-methoxy-3-chlorobenzo[b]thiophene-2-carbonyl chloride), CCCCCC (hexane), Cl[Si](C)(C)C (chlorotrimethylsilane), desired material, methyl ester, methyl ester, CO (methanol), acid chloride, acid chloride. Solvent: C(C)(=O)OCC (ethyl acetate), C(C)O (ethanol). Product: COC=1C=CC2=C(SC(=C2Cl)C(=O)OC)C1 (Methyl 6-Methoxy-3-Chlorobenzo[b]thiophene-2-Carboxylate). As a reaction SMILES: [CH3:1][O:2][C:3]1[CH:4]=[CH:5][C:6]2[C:10]([Cl:11])=[C:9]([C:12](Cl)=[O:13])[S:8][C:7]=2[CH:15]=1.[CH3:16][OH:17].Cl[Si](C)(C)C.CCCCCC>C(O)C.C(OCC)(=O)C>[CH3:1][O:2][C:3]1[CH:4]=[CH:5][C:6]2[C:10]([Cl:11])=[C:9]([C:12]([O:17][CH3:16])=[O:13])[S:8][C:7]=2[CH:15]=1. Procedure: Crude 6-methoxy-3-chlorobenzo[b]thiophene-2-carbonyl chloride (2 g, 7.67 mmoles) was transferred to a 100 ml round bottomed flask. Anhydrous methanol (Aldrich, 50 ml) was added and the acid chloride dissolved by stirring. To this stirred solution was added chlorotrimethylsilane (2.5 equivalents, 19.16 mmole, 2.08 g, 2.43 ml). The reaction mixture was stirred overnight at room temperature. TLC analysis (silica, 1:1 hexane:ethyl acetate, UV visualization) indicated complete conversion of the acid ... The reactants are FCCBr, CN(C)C=O, N#CC(C#N)Cc1ccc(Cl)cc1, [H-], [Na+]. Product: N#CC(C#N)(CCF)Cc1ccc(Cl)cc1. As a reaction SMILES: [Br:16][CH2:17][CH2:18][F:19].[CH3:20][N:21]([CH3:22])[CH:23]=[O:24].[Cl:1][c:2]1[cH:3][cH:4][c:5]([CH2:6][CH:7]([C:8]#[N:9])[C:10]#[N:11])[cH:12][cH:13]1.[H-:14].[Na+:15]>>[Cl:1][c:2]1[cH:3][cH:4][c:5]([CH2:6][C:7]([C:8]#[N:9])([C:10]#[N:11])[CH2:17][CH2:18][F:19])[cH:12][cH:13]1. Reactants: O=C([O-])[O-], Cc1ccccc1, CC(C)(CCCl)C(=O)CCl, Sc1ccc(Cl)cc1, [K+], [K+], O. The product is CC(C)(CCCl)C(=O)CSc1ccc(Cl)cc1. RXN SMILES: [C:9](=[O:10])([O-:11])[O-:12].[CH3:26][c:27]1[cH:28][cH:29][cH:30][cH:31][cH:32]1.[Cl:16][CH2:17][C:18]([C:19]([CH2:20][CH2:21][Cl:22])([CH3:23])[CH3:24])=[O:25].[Cl:1][c:2]1[cH:3][cH:4][c:5]([SH:8])[cH:6][cH:7]1.[K+:13].[K+:14].[OH2:15]>>[Cl:1][c:2]1[cH:3][cH:4][c:5]([S:8][CH2:17][C:18]([C:19]([CH2:20][CH2:21][Cl:22])([CH3:23])[CH3:24])=[O:25])[cH:6][cH:7]1.